This data is from the Open Reaction Database (ORD), a public repository of structured organic reaction records. The task is: describe an organic reaction: reactants, conditions, products, and yield Reactants: CCCN1CCC(O)(c2cccc(F)c2F)CC1, O=C(O)C(F)(F)F. The product is CCCN1CC=C(c2cccc(F)c2F)CC1. Reaction SMILES: [F:1][c:2]1[c:3]([C:9]2([OH:18])[CH2:10][CH2:11][N:12]([CH2:15][CH2:16][CH3:17])[CH2:13][CH2:14]2)[cH:4][cH:5][cH:6][c:7]1[F:8].[OH:19][C:20]([C:21]([F:22])([F:23])[F:24])=[O:25]>>[F:1][c:2]1[c:3]([C:9]2=[CH:10][CH2:11][N:12]([CH2:15][CH2:16][CH3:17])[CH2:13][CH2:14]2)[cH:4][cH:5][cH:6][c:7]1[F:8].